Dataset: the Open Reaction Database (ORD), a public repository of structured organic reaction records. Task: describe an organic reaction: reactants, conditions, products, and yield Reactants: C(C)(=O)O (acetic acid), COC1=CC=C(C=C1)C1(CCC(CC1)(C1=CC=CC=C1)NC)N(C)C ([1-(4-methoxyphenyl)-4-methylamino-4-phenyl-cyclohexyl]-dimethylamine), C=O (formalin), C(#N)B.[Na] (sodium cyanoboron hydride). Run in C(C)#N (acetonitrile). Conditions: time 45 minute. The product is CN(C1(CCC(CC1)(C1=CC=C(C=C1)OC)N(C)C)C1=CC=CC=C1)C ([4-dimethylamino-1-(4-methoxyphenyl)-4-phenyl-cyclohexyl]-dimethylamine). Reaction SMILES: [CH3:1][O:2][C:3]1[CH:8]=[CH:7][C:6]([C:9]2([N:23]([CH3:25])[CH3:24])[CH2:14][CH2:13][C:12]([NH:21][CH3:22])([C:15]3[CH:20]=[CH:19][CH:18]=[CH:17][CH:16]=3)[CH2:11][CH2:10]2)=[CH:5][CH:4]=1.C=O.[C:28](B)#N.[Na].C(O)(=O)C>C(#N)C>[CH3:22][N:21]([CH3:28])[C:12]1([C:15]2[CH:16]=[CH:17][CH:18]=[CH:19][CH:20]=2)[CH2:11][CH2:10][C:9]([N:23]([CH3:25])[CH3:24])([C:6]2[CH:5]=[CH:4][C:3]([O:2][CH3:1])=[CH:8][CH:7]=2)[CH2:14][CH2:13]1 |f:2.3,^1:30|. Procedure: A solution of the title compound from Example 69 (111 mg, 0.33 mmol) and formalin (0.45 mL, 37% aqueous solution) in acetonitrile (3 mL) was mixed with sodium cyanoboron hydride (83 mg, 1.32 mmol) and stirred for 45 min at RT. Conc. acetic acid was then added until a neutral reaction occurred and the mixture stirred for 45 min at RT. For work up the solvent was removed in a vacuum, the residue taken up with 2N NaCl (5 mL) and then extracted with ether (3×10 mL). The organic solution was dried ov...